Task: describe an organic reaction: reactants, conditions, products, and yield. Dataset: the Open Reaction Database (ORD), a public repository of structured organic reaction records The reactants are C(C)OC(=O)C=1N(N=NC1C(F)(F)F)C1=C(C=CC=C1Cl)Cl (3-(2,6-dichloro-phenyl)-5-trifluoromethyl-3H-[1,2,3]triazole-4-carboxylic acid ethyl ester), CC(C)C[AlH]CC(C)C (DIBAL). The solvent is C1CCOC1 (THF). Reaction conditions: temperature 0 celsius, time 18 hour. Product: ClC1=C(C(=CC=C1)Cl)N1N=NC(=C1CO)C(F)(F)F ([3-(2,6-Dichloro-phenyl)-5-trifluoromethyl-3H-[1,2,3]triazol-4-yl]methanol). Yield: 97.3%. Reaction SMILES: C([O:3][C:4]([C:6]1[N:7]([C:15]2[C:20]([Cl:21])=[CH:19][CH:18]=[CH:17][C:16]=2[Cl:22])[N:8]=[N:9][C:10]=1[C:11]([F:14])([F:13])[F:12])=O)C.CC(C[AlH]CC(C)C)C>C1COCC1>[Cl:22][C:16]1[CH:17]=[CH:18][CH:19]=[C:20]([Cl:21])[C:15]=1[N:7]1[C:6]([CH2:4][OH:3])=[C:10]([C:11]([F:13])([F:14])[F:12])[N:9]=[N:8]1. Reported procedure: To a 0° C. solution of 3-(2,6-dichloro-phenyl)-5-trifluoromethyl-3H-[1,2,3]triazole-4-carboxylic acid ethyl ester (28 g, 79 mmol) in THF (200 mL) is added dropwise 1M DIBAL (166 mL, 166 mmol) keeping the temperature below 5° C. After the addition, the bath is removed and the reaction is stirred for 18 h. The reaction is cooled to 0° C. and ether (300 mL) is added. The reaction is quenched with 1N HCl (250 mL) dropwise keeping the temperature below 15° C. The layers are separated and the water la... The reactants are C(C)(=O)O (acetic acid), C(#N)[BH3-].[Na+] (sodium cyanoborohydride), O=C1CCN(CC1)C(=O)OC(C)(C)C (tert-butyl 4-oxo-1-piperidinecarboxylate), C1CN(CCN1)C(=O)OCC2=CC=CC=C2 (1-Z-piperazine). Run in CO (methanol). Run at time 8 hour. Yields the product C(C)(C)(C)OC(=O)N1CCC(CC1)N1CCN(CC1)C(=O)OCC1=CC=CC=C1 (Benzyl 4-(1-tert-butoxycarbonylpiperidin-4-yl)piperazine-1-carboxylate). Reaction SMILES: C([BH3-])#N.[Na+].O=[C:6]1[CH2:11][CH2:10][N:9]([C:12]([O:14][C:15]([CH3:18])([CH3:17])[CH3:16])=[O:13])[CH2:8][CH2:7]1.[CH2:19]1[NH:24][CH2:23][CH2:22][N:21]([C:25]([O:27][CH2:28][C:29]2[CH:34]=[CH:33][CH:32]=[CH:31][CH:30]=2)=[O:26])[CH2:20]1.C(O)(=O)C>CO>[C:15]([O:14][C:12]([N:9]1[CH2:10][CH2:11][CH:6]([N:24]2[CH2:19][CH2:20][N:21]([C:25]([O:27][CH2:28][C:29]3[CH:34]=[CH:33][CH:32]=[CH:31][CH:30]=3)=[O:26])[CH2:22][CH2:23]2)[CH2:7][CH2:8]1)=[O:13])([CH3:18])([CH3:17])[CH3:16] |f:0.1|. Procedure details: 1.89 g (30.1 mmol) of sodium cyanoborohydride were added to a stirred solution of 3.00 g (15.1 mmol) of tert-butyl 4-oxo-1-piperidinecarboxylate and 3.48 g (15.8 mmol) of 1-Z-piperazine in methanol (60 ml) at room temperature. The pH of the solution was adjusted to about pH 7 by dropwise addition of acetic acid and was monitored during the course of the reaction. The reaction mixture was stirred at room temperature overnight and then concentrated in vacuo. The residue was mixed with water (60 ml... The reactants are CCCCOC(=O)N1CCN(C(=O)CNC(=O)OCc2ccccc2)CC1, CCO, [H][H]. Product: CCCCOC(=O)N1CCN(C(=O)CN)CC1. As a reaction SMILES: [CH2:1]([CH2:2][CH2:3][CH3:4])[O:5][C:6](=[O:7])[N:8]1[CH2:9][CH2:10][N:11]([C:14]([CH2:15][NH:16][C:17]([O:18][CH2:19][c:20]2[cH:21][cH:22][cH:23][cH:24][cH:25]2)=[O:26])=[O:27])[CH2:12][CH2:13]1.[CH3:30][CH2:31][OH:32].[H:28][H:29]>>[CH2:1]([CH2:2][CH2:3][CH3:4])[O:5][C:6](=[O:7])[N:8]1[CH2:9][CH2:10][N:11]([C:14]([CH2:15][NH2:16])=[O:27])[CH2:12][CH2:13]1. The reactants are COC=1C=C(C(=O)NC2CN(C2)C)C=CC1[N+](=O)[O-] (3-methoxy-N-(1-methylazetidin-3-yl)-4-nitrobenzamide). Reagents/catalysts: [Pd] (palladium on carbon). The solvent is CO.C1CCOC1 (MeOH THF). Run at temperature 50 celsius, time 2 hour. Product: NC1=C(C=C(C(=O)NC2CN(C2)C)C=C1)OC (4-Amino-3-methoxy-N-(1-methylazetidin-3-yl)benzamide). Yield: 99.0%. Reaction SMILES: [CH3:1][O:2][C:3]1[CH:4]=[C:5]([CH:14]=[CH:15][C:16]=1[N+:17]([O-])=O)[C:6]([NH:8][CH:9]1[CH2:12][N:11]([CH3:13])[CH2:10]1)=[O:7]>[Pd].CO.C1COCC1>[NH2:17][C:16]1[CH:15]=[CH:14][C:5]([C:6]([NH:8][CH:9]2[CH2:10][N:11]([CH3:13])[CH2:12]2)=[O:7])=[CH:4][C:3]=1[O:2][CH3:1] |f:2.3|. Reported procedure: A mixture of 3-methoxy-N-(1-methylazetidin-3-yl)-4-nitrobenzamide (1 equiv) and 10% palladium on carbon was stirred in a mixture of MeOH/THF under a hydrogen atmosphere. The mixture was stirred at 50° C. for 2 h. The reaction mixture was filtered and the filtrate was evaporated under reduced pressure to give the desired product (99% yield) as a white solid. MS (ESI) m/z 236.1 [M+H]+. Starting materials: FC(C=1C=C(C=CC1)C1=NOC2(C1)OC(C1=CC=CC=C12)=O)(F)F (3'-(m-trifluoromethylphenyl)-spiro[isobenzofuran-1(3H), 5'(4'H)-isoxazol]-3-one), S(O)(O)(=O)=O (sulfuric acid), CO (methanol). The product is FC(C=1C=C(C=CC1)C1=NOC(=C1)C1=C(C(=O)OC)C=CC=C1)(F)F (Methyl 2-[3-[3-(Trifluoromethyl)-Phenyl]-5-Isoxazolyl]Benzoate). Reaction SMILES: [F:1][C:2]([F:24])([F:23])[C:3]1[CH:4]=[C:5]([C:9]2[CH2:13][C:12]3([C:21]4[C:16](=[CH:17][CH:18]=[CH:19][CH:20]=4)[C:15](=[O:22])[O:14]3)[O:11][N:10]=2)[CH:6]=[CH:7][CH:8]=1.S(=O)(=O)(O)O.[CH3:30]O>>[F:23][C:2]([F:24])([F:1])[C:3]1[CH:4]=[C:5]([C:9]2[CH:13]=[C:12]([C:21]3[CH:20]=[CH:19][CH:18]=[CH:17][C:16]=3[C:15]([O:14][CH3:30])=[O:22])[O:11][N:10]=2)[CH:6]=[CH:7][CH:8]=1. Reported procedure: A mixture of 2 g. (0.006 mole) of 3'-(m-trifluoromethylphenyl)-spiro[isobenzofuran-1(3H), 5'(4'H)-isoxazol]-3-one, 2 ml. of concentrated sulfuric acid and 50 ml. of methanol was heated at reflux for 17 hours. The solution was then poured into 100 g. of ice and extracted twice with 300 ml. of ether. The ether solutions were combined, washed twice with water saturated sodium chloride, and dried over CaSO4. Removal of the solvent gave 2 g. of colorless viscous liquid, which was crystallized from he... Reactants: CCc1c(Oc2cc(C)cc(C)c2)[nH]c(=O)[nH]c1=O, Clc1cccc(CBr)n1. Yields the product CCc1c(Oc2cc(C)cc(C)c2)n(Cc2cccc(Cl)n2)c(=O)[nH]c1=O. As a reaction SMILES: [CH2:1]([CH3:2])[c:3]1[c:4](=[O:19])[nH:5][c:6](=[O:18])[nH:7][c:8]1[O:9][c:10]1[cH:11][c:12]([CH3:17])[cH:13][c:14]([CH3:16])[cH:15]1.[Cl:20][c:21]1[cH:22][cH:23][cH:24][c:25]([CH2:27][Br:28])[n:26]1>>[CH2:1]([CH3:2])[c:3]1[c:4](=[O:19])[nH:5][c:6](=[O:18])[n:7]([CH2:27][c:25]2[cH:24][cH:23][cH:22][c:21]([Cl:20])[n:26]2)[c:8]1[O:9][c:10]1[cH:11][c:12]([CH3:17])[cH:13][c:14]([CH3:16])[cH:15]1. Reactants: CC(C)C(=O)Nc1cccc(C2CCN(CCC(O)c3ccc4c(c3)CCC4)CC2)c1, Oc1ccc(Cl)cc1. Yields the product CC(C)C(=O)Nc1cccc(C2CCN(CCC(Oc3ccc(Cl)cc3)c3ccc4c(c3)CCC4)CC2)c1. RXN SMILES: [CH2:1]1[CH2:2][CH2:3][c:4]2[cH:5][c:6]([CH:10]([CH2:11][CH2:12][N:13]3[CH2:14][CH2:15][CH:16]([c:19]4[cH:20][c:21]([NH:25][C:26]([CH:27]([CH3:28])[CH3:29])=[O:30])[cH:22][cH:23][cH:24]4)[CH2:17][CH2:18]3)[OH:31])[cH:7][cH:8][c:9]21.[OH:32][c:33]1[cH:34][cH:35][c:36]([Cl:37])[cH:38][cH:39]1>>[CH2:1]1[CH2:2][CH2:3][c:4]2[cH:5][c:6]([CH:10]([CH2:11][CH2:12][N:13]3[CH2:14][CH2:15][CH:16]([c:19]4[cH:20][c:21]([NH:25][C:26]([CH:27]([CH3:28])[CH3:29])=[O:30])[cH:22][cH:23][cH:24]4)[CH2:17][CH2:18]3)[O:31][c:33]3[cH:34][cH:35][c:36]([Cl:37])[cH:38][cH:39]3)[cH:7][cH:8][c:9]21.